Task: describe an organic reaction: reactants, conditions, products, and yield. Dataset: the Open Reaction Database (ORD), a public repository of structured organic reaction records Reaction SMILES: [CH3:1][O:2][C:3]1[CH:4]=[C:5]([NH2:15])[CH:6]=[CH:7][C:8]=1[N:9]1[CH:13]=[C:12]([CH3:14])[N:11]=[CH:10]1.Cl[C:17]1[N:22]=[C:21]([N:23]([CH3:27])[CH2:24][CH2:25][OH:26])[CH:20]=[C:19]([CH3:28])[N:18]=1>>[CH3:1][O:2][C:3]1[CH:4]=[C:5]([NH:15][C:17]2[N:22]=[C:21]([N:23]([CH3:27])[CH2:24][CH2:25][OH:26])[CH:20]=[C:19]([CH3:28])[N:18]=2)[CH:6]=[CH:7][C:8]=1[N:9]1[CH:13]=[C:12]([CH3:14])[N:11]=[CH:10]1. Reported procedure: Prepared in analogy to example 81b) from 3-methoxy-4-(4-methyl-imidazol-1-yl)-phenylamine and 2-[(2-chloro-6-methyl-pyrimidin-4-yl)-methyl-amino]ethanol. The title compound was isolated as a colorless solid in a yield of 57%. MS ISP (m/e): 369.2 (100) [(M+H)+]. 1H NMR (CDCl3, 300 MHz): δ (ppm)=7.70 (d, 1H), 7.60 (s, 1H), 7.11 (d, 1H), 7.05-6.90 (m, 2H), 6.85 (s, 1H), 5.92 (s, 1H), 3.95-3.80 (m, 2H), 3.84 (s, 3H), 3.80-3.70 (m, 2H), 3.12 (s, 3H), 2.31 (s, 3H), 2.29 (s, 3H). Yield: 57.0%. Yields the product COC=1C=C(C=CC1N1C=NC(=C1)C)NC1=NC(=CC(=N1)N(CCO)C)C (2-({2-[3-Methoxy-4-(4-methyl-imidazol-1-yl)-phenylamino]-6-methyl-pyrimidin-4-yl}-methyl-amino)-ethanol). The reactants are COC=1C=C(C=CC1N1C=NC(=C1)C)N (3-methoxy-4-(4-methyl-imidazol-1-yl)-phenylamine), ClC1=NC(=CC(=N1)N(CCO)C)C (2-[(2-chloro-6-methyl-pyrimidin-4-yl)-methyl-amino]ethanol). Reactants: C1CCC2=NCCCN2CC1 (DBU), BrC=1C=C2C(=NN=C(C2=CC1)Cl)Cl (6-bromo-1,4-dichlorophthalazine), Cl.ClC=1C=C(CN)C=CC1OC (3-chloro-4-methoxybenzylamine hydrochloride), CN1C(CCC1)=O (1-methyl-2-pyrrolidinone). The solvent is O (water). Run at temperature 100 celsius, time 3 hour. Product: BrC=1C=C2C(=NN=C(C2=CC1)Cl)NCC1=CC(=C(C=C1)OC)Cl (6-Bromo-1-chloro-4-[(3-chloro-4-methoxybenzyl)amino]phthalazine). Isolated yield 31.9%. RXN SMILES: C1CCN2C(=NCCC2)CC1.[Br:12][C:13]1[CH:14]=[C:15]2[C:20](=[CH:21][CH:22]=1)[C:19]([Cl:23])=[N:18][N:17]=[C:16]2Cl.Cl.[Cl:26][C:27]1[CH:28]=[C:29]([CH:32]=[CH:33][C:34]=1[O:35][CH3:36])[CH2:30][NH2:31].CN1CCCC1=O>O>[Br:12][C:13]1[CH:14]=[C:15]2[C:20](=[CH:21][CH:22]=1)[C:19]([Cl:23])=[N:18][N:17]=[C:16]2[NH:31][CH2:30][C:29]1[CH:32]=[CH:33][C:34]([O:35][CH3:36])=[C:27]([Cl:26])[CH:28]=1 |f:2.3|. Procedure details: 5.2 ml DBU was added to a mixture of 3.8 g 6-bromo-1,4-dichlorophthalazine, 3.5 g 3-chloro-4-methoxybenzylamine hydrochloride and 30 ml 1-methyl-2-pyrrolidinone, and the mixture was stirred at 100° C. for 3 hr. After cooling, water was added to the reaction solution which was then extracted with ethyl acetate. The extract was washed with brine. It was dried over anhydrous magnesium sulfate and filtered, and the filtrate was evaporated. The resulting residue was purified by silica gel column chro...